From a dataset of the Open Reaction Database (ORD), a public repository of structured organic reaction records. describe an organic reaction: reactants, conditions, products, and yield As a reaction SMILES: C([S:4][CH2:5][C@H:6]([C:20]([F:23])([F:22])[F:21])[C:7]([NH:9][C@H:10]([C:15]1[NH:19][N:18]=[N:17][N:16]=1)[CH2:11][CH:12]([CH3:14])[CH3:13])=[O:8])(=O)C.[NH4+].[OH-].C(OCC)(=O)C.CO>O>[F:22][C:20]([F:21])([F:23])[C@@H:6]([CH2:5][SH:4])[C:7]([NH:9][C@H:10]([C:15]1[NH:19][N:18]=[N:17][N:16]=1)[CH2:11][CH:12]([CH3:13])[CH3:14])=[O:8] |f:1.2|. Reported procedure: To a suspension of (S,S)-2-[(acetylthio)methyl]-3,3,3-trifluoro-N-[3-methyl-1-(1 H-tetrazol-5-yl)butyl]propanamide [prepared in Example 39(e), 1.034 g., 2.95 mmol.] in 6 mL of degassed water at room temperature under argon was added a mixture of concentrated NH4OH (1.95 mL) and water (1.95 mL). After two minutes, the reaction was quenched with saturated potassium bisulfate (pH 1.5) and extracted with ethyl acetate. The organic extracts were dried and purified by flash chromatography (50 mm×6 inc... The product is FC([C@H](C(=O)N[C@@H](CC(C)C)C1=NN=NN1)CS)(F)F ((S,S)-3,3,3-Trifluoro-2-(mercaptomethyl)-N-[3-methyl-1-(1 H-tetrazol-5-yl)butyl]propanamide). Reactants: [NH4+].[OH-] (NH4OH), CO (methanol), C(C)(=O)SC[C@@H](C(=O)N[C@@H](CC(C)C)C1=NN=NN1)C(F)(F)F ((S,S)-2-[(acetylthio)methyl]-3,3,3-trifluoro-N-[3-methyl-1-(1 H-tetrazol-5-yl)butyl]propanamide), C(C)(=O)OCC (ethyl acetate). Reaction conditions: time 2 minute. Solvent: O (water), O (water), hexanes.